This data is from the Open Reaction Database (ORD), a public repository of structured organic reaction records. The task is: describe an organic reaction: reactants, conditions, products, and yield Reactants: CC(=O)O[BH-](OC(C)=O)OC(C)=O, COCc1ccccc1C=O, CC(=O)O, COCC1OC(n2cnc3c(NCC(c4ccccc4)c4ccccc4)nc(CN)nc32)C(O)C1O, [Na+], C1CCOC1. Yields the product COCc1ccccc1CNCc1nc(NCC(c2ccccc2)c2ccccc2)c2ncn(C3OC(COC)C(O)C3O)c2n1. Reaction SMILES: [C:52]([O:53][BH-:54]([O:55][C:56](=[O:57])[CH3:58])[O:59][C:60](=[O:61])[CH3:62])(=[O:63])[CH3:64].[CH3:37][O:38][CH2:39][c:40]1[c:41]([CH:42]=[O:43])[cH:44][cH:45][cH:46][cH:47]1.[CH3:48][C:49](=[O:50])[OH:51].[NH2:1][CH2:2][c:3]1[n:4][c:5]([NH:22][CH2:23][CH:24]([c:25]2[cH:26][cH:27][cH:28][cH:29][cH:30]2)[c:31]2[cH:32][cH:33][cH:34][cH:35][cH:36]2)[c:6]2[n:7][cH:8][n:9]([CH:12]3[O:13][CH:14]([CH2:19][O:20][CH3:21])[CH:15]([OH:18])[CH:16]3[OH:17])[c:10]2[n:11]1.[Na+:65].[O:66]1[CH2:67][CH2:68][CH2:69][CH2:70]1>>[NH:1]([CH2:2][c:3]1[n:4][c:5]([NH:22][CH2:23][CH:24]([c:25]2[cH:26][cH:27][cH:28][cH:29][cH:30]2)[c:31]2[cH:32][cH:33][cH:34][cH:35][cH:36]2)[c:6]2[n:7][cH:8][n:9]([CH:12]3[O:13][CH:14]([CH2:19][O:20][CH3:21])[CH:15]([OH:18])[CH:16]3[OH:17])[c:10]2[n:11]1)[CH2:42][c:41]1[c:40]([CH2:39][O:38][CH3:37])[cH:47][cH:46][cH:45][cH:44]1. Reactants: C(C)(C)(C)OC(NC1=C(C=CC=C1)NC(\C=C\C1=CN(C=C1)S(=O)(=O)C1=CC=C(C=C1)N(C)C)=O)=O ((2-{(E)-3-[1-(4-dimethylamino-benzenesulfonyl)-1H-pyrrol-3-yl]-allanoylamino}-phenyl)-carbamic acid tert-butyl ester), C(C)(C)(C)OC(NC1=C(C=CC=C1)NC(\C=C\C1=CN(C=C1)S(=O)(=O)C1=CC=C(C=C1)N(C)C)=O)=O ((2-{(E)-3-[1-(4-dimethylamino-benzenesulfonyl)-1H-pyrrol-3-yl]-allanoylamino}-phenyl)-carbamic acid tert-butyl ester), C(=O)(C(F)(F)F)O (TFA). Run in C(Cl)Cl (CH2Cl2). The product is NC1=C(C=CC=C1)NC(\C=C\C1=CN(C=C1)S(=O)(=O)C1=CC=C(C=C1)N(C)C)=O ((E)-N-(2-Amino-phenyl)-3-[1-(4-dimethylamino-benzenesulfonyl)-1H-pyrrol-3-yl]-acrylamide). As a reaction SMILES: C(OC(=O)[NH:7][C:8]1[CH:13]=[CH:12][CH:11]=[CH:10][C:9]=1[NH:14][C:15](=[O:35])/[CH:16]=[CH:17]/[C:18]1[CH:22]=[CH:21][N:20]([S:23]([C:26]2[CH:31]=[CH:30][C:29]([N:32]([CH3:34])[CH3:33])=[CH:28][CH:27]=2)(=[O:25])=[O:24])[CH:19]=1)(C)(C)C.C(O)(C(F)(F)F)=O>C(Cl)Cl>[NH2:7][C:8]1[CH:13]=[CH:12][CH:11]=[CH:10][C:9]=1[NH:14][C:15](=[O:35])/[CH:16]=[CH:17]/[C:18]1[CH:22]=[CH:21][N:20]([S:23]([C:26]2[CH:27]=[CH:28][C:29]([N:32]([CH3:33])[CH3:34])=[CH:30][CH:31]=2)(=[O:25])=[O:24])[CH:19]=1. Reported procedure: Starting materials: (2-{(E)-3-[1-(4-dimethylamino-benzenesulfonyl)-1H-pyrrol-3-yl]-allanoylamino}-phenyl)-carbamic acid tert-butyl ester (compound A8) (0.141 g), CH2Cl2 (10 ml), TFA (1 ml). Reaction conditions: room temperature, 20 hours.